From a dataset of the Open Reaction Database (ORD), a public repository of structured organic reaction records. describe an organic reaction: reactants, conditions, products, and yield Reactants: CO (methanol), ClCCl (dichloromethane), S(=O)(Cl)Cl (Thionyl chloride), OC1=C(N(C(=CC1=O)C(C(F)(F)F)O)C)CO (3-hydroxy-2-(hydroxymethyl)-1-methyl-6-(2,2,2-trifluoro-1-hydroxyethyl)pyridin-4(1H)-one). Run in C(C)#N (acetonitrile). The product is Cl.ClCC=1N(C(=CC(C1O)=O)C(C(F)(F)F)O)C (2-(chloromethyl)-3-hydroxy-1-methyl-6-(2,2,2-trifluoro-1-hydroxyethyl)pyridin-4(1H)-one hydrochloride), solid. Reaction SMILES: S(Cl)([Cl:3])=O.[OH:5][C:6]1[C:11](=[O:12])[CH:10]=[C:9]([CH:13]([OH:18])[C:14]([F:17])([F:16])[F:15])[N:8]([CH3:19])[C:7]=1[CH2:20]O.CO.[Cl:24]CCl>C(#N)C>[ClH:3].[Cl:24][CH2:20][C:7]1[N:8]([CH3:19])[C:9]([CH:13]([OH:18])[C:14]([F:17])([F:16])[F:15])=[CH:10][C:11](=[O:12])[C:6]=1[OH:5] |f:5.6|. Procedure details: Thionyl chloride (0.48 mL, 6.6 mmol) was added dropwise to a suspension of 3-hydroxy-2-(hydroxymethyl)-1-methyl-6-(2,2,2-trifluoro-1-hydroxyethyl)pyridin-4(1H)-one (1.50 g, 5.9 mmol) in acetonitrile (45 mL). The progress of the reaction was monitored by TLC (eluant: methanol:dichloromethane, 15:100, v:v), and the starting material was consumed within 5 min. The reaction mixture was concentrated repeatedly in acetonitrile to give a solid, which was then washed with acetonitrile (15 mL×1). Thus, 2... The reactants are CCO, Nc1cc([N+](=O)[O-])ccc1C(=O)OC1CCN(Cc2ccccc2)CC1. Product: Nc1ccc(C(=O)OC2CCN(Cc3ccccc3)CC2)c(N)c1. As a reaction SMILES: [CH3:27][CH2:28][OH:29].[NH2:1][c:2]1[c:3]([C:4](=[O:5])[O:6][CH:7]2[CH2:8][CH2:9][N:10]([CH2:13][c:14]3[cH:15][cH:16][cH:17][cH:18][cH:19]3)[CH2:11][CH2:12]2)[cH:20][cH:21][c:22]([N+:24]([O-:25])=[O:26])[cH:23]1>>[NH2:1][c:2]1[c:3]([C:4](=[O:5])[O:6][CH:7]2[CH2:8][CH2:9][N:10]([CH2:13][c:14]3[cH:15][cH:16][cH:17][cH:18][cH:19]3)[CH2:11][CH2:12]2)[cH:20][cH:21][c:22]([NH2:24])[cH:23]1. The reactants are C(O)([O-])=O.[Na+] (sodium hydrogen carbonate), C(C)(C)(C)OC(NC1(COC(OC1)(C)C)CCC1=CC(=C(C=C1)OCCCC1=CC=C(C=C1)SC)C(F)(F)F)=O ([2,2-dimethyl-5-(2-{4-[3-(4-methylthiophenyl)propoxy]-3-trifluoromethylphenyl}ethyl)-1,3-dioxan-5-yl]carbamic acid t-butyl ester), ClC1=CC(=CC=C1)C(=O)OO (m-Chloroperbenzoic acid), ClC1=CC(=CC=C1)C(=O)OO (m-chloroperbenzoic acid). The solvent is C(Cl)Cl (methylene chloride). Conditions: time 20 hour. The product is Cl.NC(CO)(CO)CCC1=CC(=C(C=C1)OCCCC1=CC=C(C=C1)S(=O)C)C(F)(F)F (2-amino-2-(2-{4-[3-(4-methanesulfinylphenyl)propoxy]-3-trifluoromethylphenyl}ethyl)propane-1,3-diol hydrochloride). Isolated yield 12.3%. As a reaction SMILES: C(OC(=O)[NH:7][C:8]1([CH2:16][CH2:17][C:18]2[CH:23]=[CH:22][C:21]([O:24][CH2:25][CH2:26][CH2:27][C:28]3[CH:33]=[CH:32][C:31]([S:34][CH3:35])=[CH:30][CH:29]=3)=[C:20]([C:36]([F:39])([F:38])[F:37])[CH:19]=2)[CH2:13][O:12]C(C)(C)[O:10][CH2:9]1)(C)(C)C.[Cl:41]C1C=CC=C(C(OO)=[O:49])C=1.C(=O)([O-])O.[Na+]>C(Cl)Cl>[ClH:41].[NH2:7][C:8]([CH2:16][CH2:17][C:18]1[CH:23]=[CH:22][C:21]([O:24][CH2:25][CH2:26][CH2:27][C:28]2[CH:33]=[CH:32][C:31]([S:34]([CH3:35])=[O:49])=[CH:30][CH:29]=2)=[C:20]([C:36]([F:39])([F:38])[F:37])[CH:19]=1)([CH2:13][OH:12])[CH2:9][OH:10] |f:2.3,5.6|. Reported procedure: Compound 96-3 (720 mg) was dissolved in methylene chloride (20 ml), m-chloroperbenzoic acid (containing 25% water, 293 mg) was added under ice-cooling, and the mixture was stirred at room temperature for 20 hr. m-Chloroperbenzoic acid (containing 25% water, 234 mg) was further added to the reaction mixture under ice-cooling, and the mixture was stirred at room temperature for 2 hr. Saturated aqueous sodium hydrogen carbonate solution was added to the reaction mixture, and the mixture was extract... Starting materials: O=C(c1ncc[nH]1)c1ncc[nH]1, COc1cc(C(=O)O)nc(-c2ccc(NC(C)=O)cc2)c1, Nc1nnn[nH]1. Product: COc1cc(C(=O)Nc2nnn[nH]2)nc(-c2ccc(NC(C)=O)cc2)c1. RXN SMILES: [C:22]([c:23]1[nH:24][cH:25][cH:26][n:27]1)([c:28]1[nH:29][cH:30][cH:31][n:32]1)=[O:33].[CH3:1][O:2][c:3]1[cH:4][c:5]([C:19](=[O:20])[OH:21])[n:6][c:7](-[c:9]2[cH:10][cH:11][c:12]([NH:15][C:16]([CH3:17])=[O:18])[cH:13][cH:14]2)[cH:8]1.[NH2:34][c:35]1[n:36][n:37][n:38][nH:39]1>>[CH3:1][O:2][c:3]1[cH:4][c:5]([C:19](=[O:21])[NH:34][c:35]2[nH:36][n:37][n:38][n:39]2)[n:6][c:7](-[c:9]2[cH:10][cH:11][c:12]([NH:15][C:16]([CH3:17])=[O:18])[cH:13][cH:14]2)[cH:8]1. Starting materials: O[C@H](CO)C1=CC(=NC(=C1)C1=CC=C(C=C1)OC1=CC=C(C=C1)F)C(=O)OC ((S)-methyl 4-(1,2-dihydroxyethyl)-6-(4-(4-fluorophenoxy)phenyl)picolinate), C1CCOC1 (THF), O[Li].O (LiOH.H2O). Solvent: O (water). Conditions: time 8 hour. Yields the product O[C@H](CO)C1=CC(=NC(=C1)C1=CC=C(C=C1)OC1=CC=C(C=C1)F)C(=O)O ((S)-4-(1,2-dihydroxyethyl)-6-(4-(4-fluorophenoxy)phenyl)picolinic acid). Reaction SMILES: [OH:1][C@@H:2]([C:5]1[CH:10]=[C:9]([C:11]2[CH:16]=[CH:15][C:14]([O:17][C:18]3[CH:23]=[CH:22][C:21]([F:24])=[CH:20][CH:19]=3)=[CH:13][CH:12]=2)[N:8]=[C:7]([C:25]([O:27]C)=[O:26])[CH:6]=1)[CH2:3][OH:4].C1COCC1.O[Li].O>O>[OH:1][C@@H:2]([C:5]1[CH:10]=[C:9]([C:11]2[CH:16]=[CH:15][C:14]([O:17][C:18]3[CH:23]=[CH:22][C:21]([F:24])=[CH:20][CH:19]=3)=[CH:13][CH:12]=2)[N:8]=[C:7]([C:25]([OH:27])=[O:26])[CH:6]=1)[CH2:3][OH:4] |f:2.3|. Procedure details: To the crude (S)-methyl 4-(1,2-dihydroxyethyl)-6-(4-(4-fluorophenoxy)phenyl)picolinate (assume 0.884 mmol) in 5 mL of a 5:1 mixture of THF and water was added LiOH.H2O (0.084 g, 2.00 mmol). The reaction was stirred overnight then evaporated in vacuo. The residue was dissolved in 5 mL water, filtered and acidified with 2.00 mL 1N HCl. The mixture was evaporated in vacuo to give the product (S)-4-(1,2-dihydroxyethyl)-6-(4-(4-fluorophenoxy)phenyl)picolinic acid mixed with lithium chloride (LC/MS: m... The reactants are C(C)(=O)NC1=C(C=C(C=C1C(F)(F)F)[N+](=O)[O-])C(F)(F)F (4-acetylamino-3,5-bis-trifluoromethylnitrobenzene), [H][H] (hydrogen). The reagents and catalysts are [Pd] (palladium on charcoal). The solvent is C(C)O (ethanol). The product is C(C)(=O)NC1=C(C=C(N)C=C1C(F)(F)F)C(F)(F)F (4-acetylamino-3,5-bis-trifluoromethylaniline). As a reaction SMILES: [C:1]([NH:4][C:5]1[C:10]([C:11]([F:14])([F:13])[F:12])=[CH:9][C:8]([N+:15]([O-])=O)=[CH:7][C:6]=1[C:18]([F:21])([F:20])[F:19])(=[O:3])[CH3:2].[H][H]>[Pd].C(O)C>[C:1]([NH:4][C:5]1[C:6]([C:18]([F:20])([F:21])[F:19])=[CH:7][C:8]([NH2:15])=[CH:9][C:10]=1[C:11]([F:12])([F:13])[F:14])(=[O:3])[CH3:2]. Procedure: A solution of 7.9 g. of 4-acetylamino-3,5-bis-trifluoromethylnitrobenzene in 200 ml. of ethanol is hydrogenated under 40 lbs. of hydrogen pressure with 1 g. of 5% palladium on charcoal catalyst. When the calculated amount of hydrogen is consumed, the solution is filtered and concentrated in vacuo to give 4-acetylamino-3,5-bis-trifluoromethylaniline.